Task: describe an organic reaction: reactants, conditions, products, and yield. Dataset: the Open Reaction Database (ORD), a public repository of structured organic reaction records Reactants: BrCCCBr, [H-], O=C1CCc2ccccc2N1, [Na+], CN(C)C=O. Yields the product O=C1CCc2ccccc2N1CCCBr. As a reaction SMILES: [Br:14][CH2:15][CH2:16][CH2:17][Br:18].[H-:1].[NH:3]1[C:4](=[O:13])[CH2:5][CH2:6][c:7]2[cH:8][cH:9][cH:10][cH:11][c:12]21.[Na+:2].[O:19]=[CH:20][N:21]([CH3:22])[CH3:23]>>[N:3]1([CH2:17][CH2:16][CH2:15][Br:14])[C:4](=[O:13])[CH2:5][CH2:6][c:7]2[cH:8][cH:9][cH:10][cH:11][c:12]21. The reactants are BrC1=NN(C(=N1)C1=CC=CC=C1)CC(=O)N1CCN(CC1)C1=NC=CC=N1 (2-(3-bromo-5-phenyl-(1,2,4)triazol-1-yl)-1-(4-pyrimidin-2-yl-piperazin-1-yl)-ethanone), C(=O)([O-])OC(=O)[O-].[Na+].[Na+] (sodiumdicarbonate), FC1=C(C=C(C=C1)B(O)O)C (4-fluoro-3-methylphenylboronic acid). The reagents and catalysts are C=1C=CC(=CC1)[P](C=2C=CC=CC2)(C=3C=CC=CC3)[Pd]([P](C=4C=CC=CC4)(C=5C=CC=CC5)C=6C=CC=CC6)([P](C=7C=CC=CC7)(C=8C=CC=CC8)C=9C=CC=CC9)[P](C=1C=CC=CC1)(C=1C=CC=CC1)C=1C=CC=CC1 (tetrakis(triphenylphosphine)palladium(0)). Solvent: O1CCOCC1 (dioxane). Conditions: temperature 120 celsius. Yields the product FC1=C(C=C(C=C1)C1=NN(C(=N1)C1=CC=CC=C1)CC(=O)N1CCN(CC1)C1=NC=CC=N1)C (2-(3-(4-fluoro-3-methyl-phenyl)-5-phenyl-(1,2,4)triazol-1-yl)-1-(4-pyrimidin-2-yl-piperazin-1-yl)-ethanone). The yield is 30.0%. Reaction SMILES: Br[C:2]1[N:6]=[C:5]([C:7]2[CH:12]=[CH:11][CH:10]=[CH:9][CH:8]=2)[N:4]([CH2:13][C:14]([N:16]2[CH2:21][CH2:20][N:19]([C:22]3[N:27]=[CH:26][CH:25]=[CH:24][N:23]=3)[CH2:18][CH2:17]2)=[O:15])[N:3]=1.C(OC([O-])=O)([O-])=O.[Na+].[Na+].[F:37][C:38]1[CH:43]=[CH:42][C:41](B(O)O)=[CH:40][C:39]=1[CH3:47]>O1CCOCC1.C1C=CC([P]([Pd]([P](C2C=CC=CC=2)(C2C=CC=CC=2)C2C=CC=CC=2)([P](C2C=CC=CC=2)(C2C=CC=CC=2)C2C=CC=CC=2)[P](C2C=CC=CC=2)(C2C=CC=CC=2)C2C=CC=CC=2)(C2C=CC=CC=2)C2C=CC=CC=2)=CC=1>[F:37][C:38]1[CH:43]=[CH:42][C:41]([C:2]2[N:6]=[C:5]([C:7]3[CH:12]=[CH:11][CH:10]=[CH:9][CH:8]=3)[N:4]([CH2:13][C:14]([N:16]3[CH2:21][CH2:20][N:19]([C:22]4[N:27]=[CH:26][CH:25]=[CH:24][N:23]=4)[CH2:18][CH2:17]3)=[O:15])[N:3]=2)=[CH:40][C:39]=1[CH3:47] |f:1.2.3,^1:57,59,78,97|. Procedure: 15 mg tetrakis(triphenylphosphine)palladium(0) was added to 100 mg 2-(3-bromo-5-phenyl-(1,2,4)triazol-1-yl)-1-(4-pyrimidin-2-yl-piperazin-1-yl)-ethanone, 500 μL 2 mol/L aqueous sodiumdicarbonate solution and 43 mg 4-fluoro-3-methylphenylboronic acid in 10 mL dioxane under nitrogen. The reaction was stirred over night at 120° C. The reaction was filltered and evaporated. The residue was purified by HPLC to give 32 mg of the desired product. The reactants are COC(C1=CC(=C(C=C1)OC1CC(C1)(F)F)[N+](=O)[O-])=O (4-(3,3-Difluoro-cyclobutoxy)-3-nitro-benzoic acid methyl ester), CC(OCC)=O (EA). The reagents and catalysts are [Pd] (Pd/C). The solvent is C(C)(=O)O (acetic acid). Reaction conditions: time 16 hour. The product is COC(C1=CC(=C(C=C1)OC1CC(C1)(F)F)N)=O (3-Amino-4-(3,3-difluoro-cyclobutoxy)-benzoic acid methyl ester). Isolated yield 79.8%. RXN SMILES: [CH3:1][O:2][C:3](=[O:20])[C:4]1[CH:9]=[CH:8][C:7]([O:10][CH:11]2[CH2:14][C:13]([F:16])([F:15])[CH2:12]2)=[C:6]([N+:17]([O-])=O)[CH:5]=1.CC(=O)OCC>[Pd].C(O)(=O)C>[CH3:1][O:2][C:3](=[O:20])[C:4]1[CH:9]=[CH:8][C:7]([O:10][CH:11]2[CH2:14][C:13]([F:15])([F:16])[CH2:12]2)=[C:6]([NH2:17])[CH:5]=1. Procedure: 1.4 g of 4-(3,3-Difluoro-cyclobutoxy)-3-nitro-benzoic acid methyl ester were dissolved using 50 ml of EA and 10 ml of acetic acid, 200 mg of Pd/C 10% (50% water) added and hydrogenated under an atmosphere of hydrogen at normal pressure for 16 h at room temperature. The reaction mixture was filtrated, 100 ml of EA added and washed twice using 30 ml of a saturated aqueous Na2CO3-solution. The organic layer was dried using MgSO4 and volatiles were evaporated to yield 1.0 g of the title compound tha... Reactants: BrBr (bromine), C1(=CC=CC=C1)P(C1=CC=CC=C1)C1=CC=CC=C1 (triphenylphosphine), C(C)(C)(C)OC(=O)[C@]1([C@@H]2[C@H]([C@@H]2[C@H](C1)O)C(=O)OC(C)(C)C)NC(=O)OC(C)(C)C (ditert-butyl(1S,2S,4S,5R,6R)-2-(tert-butoxycarbonylamino)-4-hydroxy-bicyclo[3.1.0]hexane-2,6-dicarboxylate). Run in C(C)(=O)OCC (ethyl acetate), C1(=CC=CC=C1)C (toluene), C1(=CC=CC=C1)C (toluene), N1=CC=CC=C1 (pyridine). The product is C(C)(C)(C)OC(=O)[C@]1([C@@H]2[C@H]([C@@H]2[C@@H](C1)Br)C(=O)OC(C)(C)C)NC(=O)OC(C)(C)C (Ditert-butyl(1R,2S,4R,5R,6R)-4-bromo-2-(tert-butoxycarbonylamino)bicyclo[3.1.0]hexane-2,6-dicarboxylate). Yield: 78.2%. Reaction SMILES: C1(P(C2C=CC=CC=2)C2C=CC=CC=2)C=CC=CC=1.[Br:20]Br.[C:22]([O:26][C:27]([C@:29]1([NH:43][C:44]([O:46][C:47]([CH3:50])([CH3:49])[CH3:48])=[O:45])[CH2:34][C@H:33](O)[C@@H:32]2[C@H:30]1[C@H:31]2[C:36]([O:38][C:39]([CH3:42])([CH3:41])[CH3:40])=[O:37])=[O:28])([CH3:25])([CH3:24])[CH3:23]>C1(C)C=CC=CC=1.N1C=CC=CC=1.C(OCC)(=O)C>[C:22]([O:26][C:27]([C@:29]1([NH:43][C:44]([O:46][C:47]([CH3:50])([CH3:49])[CH3:48])=[O:45])[CH2:34][C@@H:33]([Br:20])[C@@H:32]2[C@H:30]1[C@H:31]2[C:36]([O:38][C:39]([CH3:42])([CH3:41])[CH3:40])=[O:37])=[O:28])([CH3:25])([CH3:24])[CH3:23]. Procedure: Dissolve triphenylphosphine (41.97 g, 158.4 mmol) in fresh toluene (660 mL) and add bromine (8.14 mL, 158.4 mmol) until a yellow color persists. Add dropwise a solution of ditert-butyl(1S,2S,4S,5R,6R)-2-(tert-butoxycarbonylamino)-4-hydroxy-bicyclo[3.1.0]hexane-2,6-dicarboxylate (32.75 g, 79.2 mmol) in toluene (176 mL) and anhydrous pyridine (528 mL) during 45 min. Stir the reaction at 75° C. overnight. Cool to room temperature, dilute with ethyl acetate, filter and concentrate to dryness. Slurry...